From a dataset of the Open Reaction Database (ORD), a public repository of structured organic reaction records. describe an organic reaction: reactants, conditions, products, and yield Starting materials: CCc1c(OC)nc2nc(C(O)c3ccc(OC)cc3)cn2c1C, ClC(Cl)Cl. Product: CCc1c(OC)nc2nc(C(=O)c3ccc(OC)cc3)cn2c1C. RXN SMILES: [CH2:1]([CH3:2])[c:3]1[c:4]([O:23][CH3:24])[n:5][c:6]2[n:7]([c:8]1[CH3:9])[cH:10][c:11]([CH:13]([OH:14])[c:15]1[cH:16][cH:17][c:18]([O:21][CH3:22])[cH:19][cH:20]1)[n:12]2.[CH:25]([Cl:26])([Cl:27])[Cl:28]>>[CH2:1]([CH3:2])[c:3]1[c:4]([O:23][CH3:24])[n:5][c:6]2[n:7]([c:8]1[CH3:9])[cH:10][c:11]([C:13](=[O:14])[c:15]1[cH:16][cH:17][c:18]([O:21][CH3:22])[cH:19][cH:20]1)[n:12]2. Reactants: BrC=1C=CC2=C(N(C(CO2)=O)C)C1OC1=CC=CC=C1 (6-bromo-4-methyl-5-phenoxy-2H-1,4-benzoxazin-3(4H)-one), CN1C(C2=C(C(=C1)B1OC(C(O1)(C)C)(C)C)C=CN2S(=O)(=O)C2=CC=C(C=C2)C)=O (6-methyl-1-[(4-methylphenyl)sulfonyl]-4-(4,4,5,5-tetramethyl-1,3,2-dioxaborolan-2-yl)-1,6-dihydro-7H-pyrrolo[2,3-c]pyridin-7-one). Yields the product CN1C(COC2=C1C(=C(C=C2)C=2C1=C(C(N(C2)C)=O)N(C=C1)S(=O)(=O)C1=CC=C(C=C1)C)OC1=CC=CC=C1)=O (4-Methyl-6-{6-methyl-1-[(4-methylphenyl)sulfonyl]-7-oxo-6,7-dihydro-1H-pyrrolo[2,3-c]pyridin-4-yl}-5-phenoxy-2H-1,4-benzoxazin-3(4H)-one). RXN SMILES: Br[C:2]1[CH:3]=[CH:4][C:5]2[O:10][CH2:9][C:8](=[O:11])[N:7]([CH3:12])[C:6]=2[C:13]=1[O:14][C:15]1[CH:20]=[CH:19][CH:18]=[CH:17][CH:16]=1.[CH3:21][N:22]1[CH:27]=[C:26](B2OC(C)(C)C(C)(C)O2)[C:25]2[CH:37]=[CH:38][N:39]([S:40]([C:43]3[CH:48]=[CH:47][C:46]([CH3:49])=[CH:45][CH:44]=3)(=[O:42])=[O:41])[C:24]=2[C:23]1=[O:50]>>[CH3:12][N:7]1[C:6]2[C:13]([O:14][C:15]3[CH:20]=[CH:19][CH:18]=[CH:17][CH:16]=3)=[C:2]([C:26]3[C:25]4[CH:37]=[CH:38][N:39]([S:40]([C:43]5[CH:48]=[CH:47][C:46]([CH3:49])=[CH:45][CH:44]=5)(=[O:42])=[O:41])[C:24]=4[C:23](=[O:50])[N:22]([CH3:21])[CH:27]=3)[CH:3]=[CH:4][C:5]=2[O:10][CH2:9][C:8]1=[O:11]. Procedure details: This compound was synthesized according to the procedure of Example 10, Step 5, using 6-bromo-4-methyl-5-phenoxy-2H-1,4-benzoxazin-3(4H)-one and 6-methyl-1-[(4-methylphenyl)sulfonyl]-4-(4,4,5,5-tetramethyl-1,3,2-dioxaborolan-2-yl)-1,6-dihydro-7H-pyrrolo[2,3-c]pyridin-7-one as the starting materials. LCMS calculated for C30H26N3O6S (M+H)+: m/z=556.2. found: 556.0.